From a dataset of the Open Reaction Database (ORD), a public repository of structured organic reaction records. describe an organic reaction: reactants, conditions, products, and yield Starting materials: Cl (HCl), CO (Methanol), S1C(=CC=C1)C=1N=C(SC1)C(=O)OCC (ethyl 4-(2-thienyl)-2-thiazolecarboxylate), [BH4-].[Na+] (sodium borohydride). Run in O (water), O1CCCC1 (tetrahydrofuran), O1CCCC1 (tetrahydrofuran). Product: S1C(=CC=C1)C=1N=C(SC1)CO (4-(2-thienyl)-2-thiazolylmethanol). The yield is 82.1%. As a reaction SMILES: CO.[S:3]1[CH:7]=[CH:6][CH:5]=[C:4]1[C:8]1[N:9]=[C:10]([C:13](OCC)=[O:14])[S:11][CH:12]=1.[BH4-].[Na+].Cl>O1CCCC1.O>[S:3]1[CH:7]=[CH:6][CH:5]=[C:4]1[C:8]1[N:9]=[C:10]([CH2:13][OH:14])[S:11][CH:12]=1 |f:2.3|. Procedure details: Methanol (1.5 ml) in tetrahydrofuran (2 ml) was added dropwise to a stirred and refluxed mixture of ethyl 4-(2-thienyl)-2-thiazolecarboxylate (1.36 g), sodium borohydride (0.35 g) and tetrahydrofuran (15 ml). After refluxing for 1 h, the reaction mixture was poured into water, acidified with 1N HCl and extracted with ethyl acetate. The ethyl acetate layer was washed with water, dried (MgSO4), and concentrated to give 4-(2-thienyl)-2-thiazolylmethanol (0.92 g, 82%). Recrystallization from ethyl a... As a reaction SMILES: [Br:8][CH2:9][c:10]1[c:11]([C:16]([C:17](=[O:18])[O:19][CH3:20])=[CH:21][O:22][CH3:23])[cH:12][cH:13][cH:14][cH:15]1.[CH2:1]([CH2:2][CH2:3][CH3:4])[OH:5].[CH2:31]1[O:32][CH2:33][CH2:34][CH2:35]1.[CH3:26][N:27]([CH3:28])[CH:29]=[O:30].[Cl-:24].[H-:6].[Na+:25].[Na+:7]>>[CH2:1]([CH2:2][CH2:3][CH3:4])[O:5][CH2:9][c:10]1[c:11]([C:16]([C:17](=[O:18])[O:19][CH3:20])=[CH:21][O:22][CH3:23])[cH:12][cH:13][cH:14][cH:15]1. Yields the product CCCCOCc1ccccc1C(=COC)C(=O)OC. Reactants: COC=C(C(=O)OC)c1ccccc1CBr, CCCCO, C1CCOC1, CN(C)C=O, [Cl-], [H-], [Na+], [Na+]. Yields the product CC1=C(C(=O)N(C)C=2C=NC(=CC2)OC2=C(C=C(C=C2)Cl)C)C=CC=C1 (2-Methyl-N-(6-(4-chloro-2-methyl-phenoxy)-pyridin-3-yl)-N-methyl-benzamide). Procedure: 2-Methyl-N-(6-(4-chloro-2-methyl-phenoxy)-pyridin-3-yl)-N-methyl-benzamide was prepared from 2-(4-Chloro-2-methyl-phenoxy)-5-(N-methylamino)pyridine and 2-methylbenzoyl chloride in the same manner as 2,6-Dichloro-N-(6-(4-chloro-2-methyl-phenoxy)-pyridin-3-yl)-N-methyl-benzamide was prepared. The reactants are ClC1=CC(=C(OC2=NC=C(C=C2)NC)C=C1)C (2-(4-Chloro-2-methyl-phenoxy)-5-(N-methylamino)pyridine), CC1=C(C(=O)Cl)C=CC=C1 (2-methylbenzoyl chloride), ClC1=C(C(=O)N(C)C=2C=NC(=CC2)OC2=C(C=C(C=C2)Cl)C)C(=CC=C1)Cl (2,6-Dichloro-N-(6-(4-chloro-2-methyl-phenoxy)-pyridin-3-yl)-N-methyl-benzamide). As a reaction SMILES: [Cl:1][C:2]1[CH:16]=[CH:15][C:5]([O:6][C:7]2[CH:12]=[CH:11][C:10]([NH:13][CH3:14])=[CH:9][N:8]=2)=[C:4]([CH3:17])[CH:3]=1.[CH3:18][C:19]1[CH:27]=[CH:26][CH:25]=[CH:24][C:20]=1[C:21](Cl)=[O:22].ClC1C=CC=C(Cl)C=1C(N(C1C=NC(OC2C=CC(Cl)=CC=2C)=CC=1)C)=O>>[CH3:18][C:19]1[CH:27]=[CH:26][CH:25]=[CH:24][C:20]=1[C:21]([N:13]([C:10]1[CH:9]=[N:8][C:7]([O:6][C:5]2[CH:15]=[CH:16][C:2]([Cl:1])=[CH:3][C:4]=2[CH3:17])=[CH:12][CH:11]=1)[CH3:14])=[O:22].